describe an organic reaction: reactants, conditions, products, and yield From a dataset of the Open Reaction Database (ORD), a public repository of structured organic reaction records. The reactants are C(C1=CC=CC=C1)OC(NCCCCCC(=O)N1C(CC(C1)O)CO)=O ([6-(4-Hydroxy-2-hydroxymethyl-pyrrolidin-1-yl)-6-oxo-hexyl]-carbamic acid benzyl ester), N1=CC=CC=C1 (pyridine), CN(C)C1=NC=CC=C1 (dimethylamino pyridine), C(C1=CC=C(OC)C=C1)(C1=CC=C(OC)C=C1)(C1=CC=CC=C1)Cl (DMT-Cl), N1=CC=CC=C1 (pyridine). Reaction conditions: time 16 hour. Yields the product C(C1=CC=CC=C1)OC(NCCCCCC(=O)N1C(CC(C1)O)C(OC(C1=CC=C(C=C1)OC)C1=CC=C(C=C1)OC)C1=CC=CC=C1)=O ((6-{2-[Bis-(4-methoxy-phenyl)-phenyl-methoxymethyl]-4-hydroxy-pyrrolidin-1-yl}-6-oxo-hexyl)-carbamic acid benzyl ester). RXN SMILES: [CH2:1]([O:8][C:9](=[O:26])[NH:10][CH2:11][CH2:12][CH2:13][CH2:14][CH2:15][C:16]([N:18]1[CH2:22][CH:21]([OH:23])[CH2:20][CH:19]1[CH2:24][OH:25])=[O:17])[C:2]1[CH:7]=[CH:6][CH:5]=[CH:4][CH:3]=1.CN([C:30]1[CH:35]=[CH:34][CH:33]=[CH:32]N=1)C.[C:36](Cl)(C1C=CC=CC=1)([C:45]1[CH:52]=[CH:51][C:48]([O:49][CH3:50])=[CH:47][CH:46]=1)[C:37]1[CH:44]=[CH:43][C:40]([O:41][CH3:42])=[CH:39][CH:38]=1.N1C=CC=C[CH:61]=1>>[CH2:1]([O:8][C:9](=[O:26])[NH:10][CH2:11][CH2:12][CH2:13][CH2:14][CH2:15][C:16]([N:18]1[CH2:22][CH:21]([OH:23])[CH2:20][CH:19]1[CH:24]([C:32]1[CH:61]=[CH:30][CH:35]=[CH:34][CH:33]=1)[O:25][CH:36]([C:37]1[CH:44]=[CH:43][C:40]([O:41][CH3:42])=[CH:39][CH:38]=1)[C:45]1[CH:46]=[CH:47][C:48]([O:49][CH3:50])=[CH:51][CH:52]=1)=[O:17])[C:2]1[CH:3]=[CH:4][CH:5]=[CH:6][CH:7]=1. Procedure details: Referring to scheme 1, compound 3a (14 g, 38.4 mmol) was co-evaporated with anhydrous pyridine three times and then dissolved in pyridine (60 mL). To this solution dimethylamino pyridine (0.488 g, 4 mmol) and DMT-Cl (13.6 g, 40.3 mmol, 1.05 equiv.) were added at room temperature. The reaction mixture was stirred at room temperature for 16 h. The excess DMT-Cl was quenched by the addition of methanol (25 mL). The solution was dried under reduced pressure. To the residue was suspended in ethyl ace... Starting materials: N(=[N+]=[N-])[C@H]1[C@H](OC(C)=O)[C@@H](OC(C)=O)[C@H](O[C@H]2[C@H](OC(C)=O)[C@@H](OC(C)=O)[C@H](OC(C)=O)[C@H](O2)COC(C)=O)[C@H](O1)COC(C)=O (1-azido-1-deoxy-(2,3,4,6-tetra-O-acetyl-β-D-glucopyranosyl)-(1→4)-2,3,6-tri-O-acetyl-β-D-glucopyranose). Reagents/catalysts: [Pd] (Pd-C). Run in C(C)(=O)OCC (ethyl acetate). Yields the product N[C@H]1[C@H](OC(C)=O)[C@@H](OC(C)=O)[C@H](O[C@H]2[C@H](OC(C)=O)[C@@H](OC(C)=O)[C@H](OC(C)=O)[C@H](O2)COC(C)=O)[C@H](O1)COC(C)=O (1-amino-1-deoxy-(2,3,4,6-tetra-O-acetyl-β-D-glucopyranosyl)-(1→4)-2,3,6-tri-O-acetyl-β-D-glucopyranose). The yield is 99.4%. As a reaction SMILES: [N:1]([C@@H:4]1[O:41][C@H:40]([CH2:42][O:43][C:44](=[O:46])[CH3:45])[C@@H:15]([O:16][C@@H:17]2[O:34][C@H:33]([CH2:35][O:36][C:37](=[O:39])[CH3:38])[C@@H:28]([O:29][C:30](=[O:32])[CH3:31])[C@H:23]([O:24][C:25](=[O:27])[CH3:26])[C@H:18]2[O:19][C:20](=[O:22])[CH3:21])[C@H:10]([O:11][C:12](=[O:14])[CH3:13])[C@H:5]1[O:6][C:7](=[O:9])[CH3:8])=[N+]=[N-]>C(OCC)(=O)C.[Pd]>[NH2:1][C@@H:4]1[O:41][C@H:40]([CH2:42][O:43][C:44](=[O:46])[CH3:45])[C@@H:15]([O:16][C@@H:17]2[O:34][C@H:33]([CH2:35][O:36][C:37](=[O:39])[CH3:38])[C@@H:28]([O:29][C:30](=[O:32])[CH3:31])[C@H:23]([O:24][C:25](=[O:27])[CH3:26])[C@H:18]2[O:19][C:20](=[O:22])[CH3:21])[C@H:10]([O:11][C:12](=[O:14])[CH3:13])[C@H:5]1[O:6][C:7](=[O:9])[CH3:8]. Reported procedure: A solution of 35 (0.67 g) in ethyl acetate (15 ml) was hydrogenated in the presence of Pd-C (0.3 g) at atmospheric pressure for one hour. Pd-C was filtered, and the solvent was evaporated to give 1-amino-1-deoxy-(2,3,4,6-tetra-O-acetyl-β-D-glucopyranosyl)-(1→4)-2,3,6-tri-O-acetyl-β-D-glucopyranose (36, 0.64 g, 100%). The reactants are OCCCBr, COc1cc2c(Oc3ccc(NC(=O)OC(C)(C)C)cc3F)ccnc2cc1O, [K+], [K+], O=C([O-])[O-], CN(C)C=O. Yields the product COc1cc2c(Oc3ccc(NC(=O)OC(C)(C)C)cc3F)ccnc2cc1OCCCO. Reaction SMILES: [Br:36][CH2:37][CH2:38][CH2:39][OH:40].[F:1][c:2]1[cH:3][c:4]([NH:22][C:23]([O:24][C:25]([CH3:26])([CH3:27])[CH3:28])=[O:29])[cH:5][cH:6][c:7]1[O:8][c:9]1[cH:10][cH:11][n:12][c:13]2[cH:14][c:15]([OH:21])[c:16]([O:19][CH3:20])[cH:17][c:18]12.[K+:30].[K+:31].[O-:32][C:33]([O-:34])=[O:35].[O:41]=[CH:42][N:43]([CH3:44])[CH3:45]>>[F:1][c:2]1[cH:3][c:4]([NH:22][C:23]([O:24][C:25]([CH3:26])([CH3:27])[CH3:28])=[O:29])[cH:5][cH:6][c:7]1[O:8][c:9]1[cH:10][cH:11][n:12][c:13]2[cH:14][c:15]([O:21][CH2:37][CH2:38][CH2:39][OH:40])[c:16]([O:19][CH3:20])[cH:17][c:18]12. Reactants: ClC=1N=CC2=C(N(CC(C(N2)=O)(F)F)C2CCCC2)N1 (2-chloro-9-cyclopentyl-7,7-difluoro-5,7,8,9-tetrahydro-pyrimido[4,5-b][1,4]diazepin-6-one), C([O-])([O-])=O.[Cs+].[Cs+] (cesium carbonate), IC (iodomethane). The solvent is CN(C=O)C (dimethylformamide). Conditions: time 4 hour. The product is ClC=1N=CC2=C(N(CC(C(N2C)=O)(F)F)C2CCCC2)N1 (2-chloro-9-cyclopentyl-7,7-difluoro-5-methyl-5,7,8,9-tetrahydro-pyrimido[4,5-b][1,4]diazepin-6-one). Yield: 94.0%. Reaction SMILES: [Cl:1][C:2]1[N:3]=[CH:4][C:5]2[NH:11][C:10](=[O:12])[C:9]([F:14])([F:13])[CH2:8][N:7]([CH:15]3[CH2:19][CH2:18][CH2:17][CH2:16]3)[C:6]=2[N:20]=1.[C:21](=O)([O-])[O-].[Cs+].[Cs+].IC>CN(C)C=O>[Cl:1][C:2]1[N:3]=[CH:4][C:5]2[N:11]([CH3:21])[C:10](=[O:12])[C:9]([F:14])([F:13])[CH2:8][N:7]([CH:15]3[CH2:19][CH2:18][CH2:17][CH2:16]3)[C:6]=2[N:20]=1 |f:1.2.3|. Reported procedure: To a solution of 1.4 g (0.0046 mole) of 2-chloro-9-cyclopentyl-7,7-difluoro-5,7,8,9-tetrahydro-pyrimido[4,5-b][1,4]diazepin-6-one (VI-20) in 30 mL of dimethylformamide was added 2.27 g (0.0069 mole) of cesium carbonate, followed by 0.87 mL (0.014 mole) of iodomethane. After stirring four hours, the mixture filtered and then concentrated under reduced pressure. Ice water was added to the residue to give a precipitate. The solid was collected by filtration, washed with water and dried under vacuum... The reactants are N(C1=CC=CC=C1)C(=O)C=1N(C2=CC=C(C=C2C1)NC(CC(C)(C)C)=O)CC(=O)OC(C)(C)C (tert-butyl {2-(anilinecarbonyl)-5-[(3,3-dimethylbutanoyl)-amino]-1H-indol-1-yl}acetate), FC(C(=O)O)(F)F (trifluoroacetic acid). The solvent is ClCCl (dichloromethane). Product: N(C1=CC=CC=C1)C(=O)C=1N(C2=CC=C(C=C2C1)NC(CC(C)(C)C)=O)CC(=O)O ({2-(Anilinecarbonyl)-5-[(3,3-dimethylbutanoyl)amino]-1H-indol-1-yl}acetic acid). RXN SMILES: [NH:1]([C:8]([C:10]1[N:11]([CH2:27][C:28]([O:30]C(C)(C)C)=[O:29])[C:12]2[C:17]([CH:18]=1)=[CH:16][C:15]([NH:19][C:20](=[O:26])[CH2:21][C:22]([CH3:25])([CH3:24])[CH3:23])=[CH:14][CH:13]=2)=[O:9])[C:2]1[CH:7]=[CH:6][CH:5]=[CH:4][CH:3]=1.FC(F)(F)C(O)=O>ClCCl>[NH:1]([C:8]([C:10]1[N:11]([CH2:27][C:28]([OH:30])=[O:29])[C:12]2[C:17]([CH:18]=1)=[CH:16][C:15]([NH:19][C:20](=[O:26])[CH2:21][C:22]([CH3:25])([CH3:23])[CH3:24])=[CH:14][CH:13]=2)=[O:9])[C:2]1[CH:7]=[CH:6][CH:5]=[CH:4][CH:3]=1. Reported procedure: 70 mg (0.15 mmol) of tert-butyl {2-(anilinecarbonyl)-5-[(3,3-dimethylbutanoyl)-amino]-1H-indol-1-yl}acetate from Example LIII, 0.50 ml of trifluoroacetic acid and 1 ml of dichloromethane are stirred together at RT for one hour. The solvent is removed under reduced pressure and the residue is dried in vacuo.